Dataset: the Open Reaction Database (ORD), a public repository of structured organic reaction records. Task: describe an organic reaction: reactants, conditions, products, and yield Starting materials: IC=1C=CC2=C(C(C3=C(C=C2)C=CC(=C3)[N+](=O)[O-])=O)C1 (3-Iodo-7-nitro-5H-dibenzo[a,d]cyclohepten-5-one), stannous chloride dihydrate, ice water. Run in C(C)(=O)O (acetic acid). Yields the product NC=1C=CC2=C(C(C3=C(C=C2)C=CC(=C3)I)=O)C1 (3-Amino-7-iodo-5H-dibenzo[a,d]cyclohepten-5-one). RXN SMILES: [I:1][C:2]1[CH:3]=[CH:4][C:5]2[CH:11]=[CH:10][C:9]3[CH:12]=[CH:13][C:14]([N+:16]([O-])=O)=[CH:15][C:8]=3[C:7](=[O:19])[C:6]=2[CH:20]=1>C(O)(=O)C>[NH2:16][C:14]1[CH:13]=[CH:12][C:9]2[CH:10]=[CH:11][C:5]3[CH:4]=[CH:3][C:2]([I:1])=[CH:20][C:6]=3[C:7](=[O:19])[C:8]=2[CH:15]=1. Reported procedure: 3-Iodo-7-nitro-5H-dibenzo[a,d]cyclohepten-5-one (23.4 g., 0.062 mole) in 140 ml. of glacial acetic acid is heated to 90° and treated with stannous chloride dihydrate (52 g., 0.23 mole), added in portions as the solid. The temperature of the mixture is maintained between 95° and 100° throughout the addition and for 10-15 minutes thereafter. The mixture is then cooled to ca 50° and poured into 1 liter of ice water. The reactants are C(#C)C1=CC=C(C=C1)C (4-ethynyltoluene), IC1=CC=C(C=C1)O (4-iodophenol), HCl ice, C1(=CC=CC=C1)P(C1=CC=CC=C1)C1=CC=CC=C1 (triphenylphosphine). The reagents and catalysts are Cl[Pd]([P](C1=CC=CC=C1)(C2=CC=CC=C2)C3=CC=CC=C3)([P](C4=CC=CC=C4)(C5=CC=CC=C5)C6=CC=CC=C6)Cl (bis(triphenylphosphine)palladium(II) chloride), Cl[Pd]([P](C1=CC=CC=C1)(C2=CC=CC=C2)C3=CC=CC=C3)([P](C4=CC=CC=C4)(C5=CC=CC=C5)C6=CC=CC=C6)Cl (bis(triphenylphosphine)palladium(II) chloride), [Cu](I)I (copper iodide), Cl[Pd]([P](C1=CC=CC=C1)(C2=CC=CC=C2)C3=CC=CC=C3)([P](C4=CC=CC=C4)(C5=CC=CC=C5)C6=CC=CC=C6)Cl (bis(triphenylphosphine)palladium(II) chloride). The solvent is C(C)N(CC)CC (triethylamine). Conditions: time 30 minute. The product is C1(=CC=C(C=C1)C#CC1=CC=C(C=C1)O)C (4-p-tolylethynylphenol). As a reaction SMILES: [C:1]([C:3]1[CH:8]=[CH:7][C:6]([CH3:9])=[CH:5][CH:4]=1)#[CH:2].I[C:11]1[CH:16]=[CH:15][C:14]([OH:17])=[CH:13][CH:12]=1.C1(P(C2C=CC=CC=2)C2C=CC=CC=2)C=CC=CC=1>[Cu](I)I.Cl[Pd](Cl)([P](C1C=CC=CC=1)(C1C=CC=CC=1)C1C=CC=CC=1)[P](C1C=CC=CC=1)(C1C=CC=CC=1)C1C=CC=CC=1.C(N(CC)CC)C>[C:6]1([CH3:9])[CH:7]=[CH:8][C:3]([C:1]#[C:2][C:11]2[CH:16]=[CH:15][C:14]([OH:17])=[CH:13][CH:12]=2)=[CH:4][CH:5]=1 |^1:42,61|. Procedure details: 50 g of 4-ethynyltoluene, 94.6 g of 4-iodophenol and 250 ml of triethylamine were mixed at RT under a nitrogen atmosphere, and 0.35 g of triphenylphosphine and 0.2 g of copper iodide were added. 0.25 g of bis(triphenylphosphine)palladium(II) chloride were then introduced with stirring. After 30 minutes, a further 0.25 g of bis(triphenylphosphine)palladium(II) chloride and after a further 15 minutes a further 0.25 g of bis(triphenylphosphine)palladium(II) chloride were introduced, during which th... Reactants: ClC1=CC=C(C=C1)C1=NOC2=C1C=CC(=C2)O (3-(4-chlorophenyl)-6-hydroxy-1,2-benzisoxazole), [H-].[Na+] (sodium hydride), O (water), BrCC(=O)OCC (ethyl bromoacetate). Run in CN(C=O)C (dimethylformamide), CN(C=O)C (dimethylformamide). Run at time 20 minute. Yields the product ClC1=CC=C(C=C1)C1=NOC2=C1C=CC(=C2)OCC(=O)O ({[3-(4-chlorophenyl)-1,2-benzisoxazol-6-yl]oxy}-acetic acid). As a reaction SMILES: [Cl:1][C:2]1[CH:7]=[CH:6][C:5]([C:8]2[C:12]3[CH:13]=[CH:14][C:15]([OH:17])=[CH:16][C:11]=3[O:10][N:9]=2)=[CH:4][CH:3]=1.[H-].[Na+].Br[CH2:21][C:22]([O:24]CC)=[O:23].O>CN(C)C=O>[Cl:1][C:2]1[CH:3]=[CH:4][C:5]([C:8]2[C:12]3[CH:13]=[CH:14][C:15]([O:17][CH2:21][C:22]([OH:24])=[O:23])=[CH:16][C:11]=3[O:10][N:9]=2)=[CH:6][CH:7]=1 |f:1.2|. Procedure details: A solution of 5.3 g of 3-(4-chlorophenyl)-6-hydroxy-1,2-benzisoxazole in 30 ml of dimethylformamide is added dropwise to a suspension of 0.65 g of sodium hydride (50% suspension in oil) in 30 ml of dimethylformamide. After stirring for 20 min, 1.4 ml of ethyl bromoacetate is added. The reaction mixture is stirred for 1 hr, poured into water and the precipitate is collected. The precipitate is added to 30 ml of 15% sodium hydroxide solution and 30 ml methanol and heated at reflux for 3 hr. The mi...